From a dataset of the Open Reaction Database (ORD), a public repository of structured organic reaction records. describe an organic reaction: reactants, conditions, products, and yield Starting materials: [Na+].[Cl-] (NaCl), BrC=1C=C2C(=NC1)N(C=C2C)S(=O)(=O)C2=CC=C(C=C2)Br (5-bromo-1-(4-bromophenylsulfonyl)-3-methyl-1H-pyrrolo[2,3-b]pyridine), CI (Methyl iodide), [Li+].CC(C)[N-]C(C)C (LDA). The solvent is CCOC(=O)C (EtOAc), C1CCOC1 (THF). Conditions: time 0.5 hour. Product: BrC=1C=C2C(=NC1)N(C(=C2C)C)S(=O)(=O)C2=CC=CC=C2 (5-bromo-2,3-dimethyl-1-(phenylsulfonyl)-1H-pyrrolo[2,3-b]pyridine). RXN SMILES: [Br:1][C:2]1[CH:3]=[C:4]2[C:10]([CH3:11])=[CH:9][N:8]([S:12]([C:15]3[CH:20]=[CH:19][C:18](Br)=[CH:17][CH:16]=3)(=[O:14])=[O:13])[C:5]2=[N:6][CH:7]=1.[Li+].[CH3:23]C([N-]C(C)C)C.CI.[Na+].[Cl-]>C1COCC1.CCOC(C)=O>[Br:1][C:2]1[CH:3]=[C:4]2[C:10]([CH3:11])=[C:9]([CH3:23])[N:8]([S:12]([C:15]3[CH:20]=[CH:19][CH:18]=[CH:17][CH:16]=3)(=[O:14])=[O:13])[C:5]2=[N:6][CH:7]=1 |f:1.2,4.5|. Procedure details: To a suspension of 5-bromo-1-(4-bromophenylsulfonyl)-3-methyl-1H-pyrrolo[2,3-b]pyridine (B-6-2) (0.9 g, 2.56 mmol) in THF (20 mL) was added dropwise LDA (15 mL, 0.2 M in THF) at −40° C. The mixture was stirred at −10˜−20° C. for 0.5 hour. Methyl iodide (0.55 g 3.84 mmol) was added dropwise at −40˜−30° C. The reaction was stirred at room temperature overnight. LC-MS showed that the reaction was complete. Saturated aqueous NaCl (10 mL) and EtOAc (10 mL) were added into the mixture. The organic lay... The reactants are BrC1=NC=C(C=C1F)Br (2,5-dibromo-3-fluoropyridine), [Si](C1=CC=CC=C1)(C1=CC=CC=C1)(C(C)(C)C)OC1=CC=C(C=C1)B(O)O (4-tert-butyldiphenylsilyloxybenzeneboronic acid). Product: BrC=1C=C(C(=NC1)C1=CC=C(C=C1)O[Si](C1=CC=CC=C1)(C1=CC=CC=C1)C(C)(C)C)F (5-bromo-2-(4-tert-butyldiphenylsilyloxyphenyl)-3-fluoropyridine). Reaction SMILES: Br[C:2]1[C:7]([F:8])=[CH:6][C:5]([Br:9])=[CH:4][N:3]=1.[Si:10]([O:27][C:28]1[CH:33]=[CH:32][C:31](B(O)O)=[CH:30][CH:29]=1)([C:23]([CH3:26])([CH3:25])[CH3:24])([C:17]1[CH:22]=[CH:21][CH:20]=[CH:19][CH:18]=1)[C:11]1[CH:16]=[CH:15][CH:14]=[CH:13][CH:12]=1>>[Br:9][C:5]1[CH:6]=[C:7]([F:8])[C:2]([C:31]2[CH:30]=[CH:29][C:28]([O:27][Si:10]([C:23]([CH3:26])([CH3:25])[CH3:24])([C:17]3[CH:22]=[CH:21][CH:20]=[CH:19][CH:18]=3)[C:11]3[CH:16]=[CH:15][CH:14]=[CH:13][CH:12]=3)=[CH:33][CH:32]=2)=[N:3][CH:4]=1. Procedure: 2,5-dibromo-3-fluoropyridine and 4-tert-butyldiphenylsilyloxybenzeneboronic acid are reacted analogously to Example 1 to give 5-bromo-2-(4-tert-butyldiphenylsilyloxyphenyl)-3-fluoropyridine. ##STR31## The reactants are OC1=C(N)C=CC(=C1)[N+](=O)[O-] (2-hydroxy 4-nitro aniline), C(C)OC1=C(C=CC=C1)N=C=O (2-ethoxy phenyl isocyanate). The product is OC1=C(C=CC(=C1)[N+](=O)[O-])NC(=O)NC1=C(C=CC=C1)OCC (N-(2-Hydroxy-4-nitrophenyl)-N′-(2-ethoxyphenyl)urea), title compound. The yield is 81.0%. Reaction SMILES: [OH:1][C:2]1[CH:8]=[C:7]([N+:9]([O-:11])=[O:10])[CH:6]=[CH:5][C:3]=1[NH2:4].[CH2:12]([O:14][C:15]1[CH:20]=[CH:19][CH:18]=[CH:17][C:16]=1[N:21]=[C:22]=[O:23])[CH3:13]>>[OH:1][C:2]1[CH:8]=[C:7]([N+:9]([O-:11])=[O:10])[CH:6]=[CH:5][C:3]=1[NH:4][C:22]([NH:21][C:16]1[CH:17]=[CH:18][CH:19]=[CH:20][C:15]=1[O:14][CH2:12][CH3:13])=[O:23]. Procedure details: N-(2-Hydroxy-4-nitrophenyl)-N′-(2-ethoxyphenyl)urea was prepared from 2-hydroxy 4-nitro aniline (500 mg, 3.24 mmol) and 2-ethoxy phenyl isocyanate (3.24 mmol) according to the procedure in General Method B. The product was purified by dilution with methylene chloride and precipitation with hexanes. Filtering afforded the title compound (0.84 g, 81%). EI-MS m/z 318 (M+H)+ Procedure details: With 5.00 g of 5-chloroisatin and 6.92 g of 1-bromo-2-fluorobenzene as starting materials, 5.41 g of the title compound (yellow solid) was obtained by a similar method to Step 21-1. Reactants: ClC=1C=C2C(C(NC2=CC1)=O)=O (5-chloroisatin), BrC1=C(C=CC=C1)F (1-bromo-2-fluorobenzene). Isolated yield 70.8%. Product: ClC=1C=C2C(C(NC2=CC1)=O)(O)C1=C(C=CC=C1)F (5-chloro-3-(2-fluorophenyl)-3-hydroxy-1,3-dihydro-2H-indol-2-one). RXN SMILES: [Cl:1][C:2]1[CH:3]=[C:4]2[C:8](=[CH:9][CH:10]=1)[NH:7][C:6](=[O:11])[C:5]2=[O:12].Br[C:14]1[CH:19]=[CH:18][CH:17]=[CH:16][C:15]=1[F:20]>>[Cl:1][C:2]1[CH:3]=[C:4]2[C:8](=[CH:9][CH:10]=1)[NH:7][C:6](=[O:11])[C:5]2([C:14]1[CH:19]=[CH:18][CH:17]=[CH:16][C:15]=1[F:20])[OH:12]. Reactants: OC1=C(C=CC(=C1CCC)O)C(C)=O (1-(2,4-dihydroxy-3-propylphenyl)ethanone), C(C)OC(CCCOC1=C(C(=C(C=C1)C(C)=O)OCCCBr)CCC)=O (4-[4-acetyl-3-(3-bromopropoxy)-2-propylphenoxy]butanoic acid ethyl ester), C([O-])([O-])=O.[K+].[K+] (potassium carbonate). The solvent is CC(=O)C (acetone), CN(C=O)C (dimethylformamide). The product is C(C)OC(CCCOC1=C(C(=C(C=C1)C(C)=O)OCCCOC1=C(C(=C(C=C1)C(C)=O)O)CCC)CCC)=O (4-[4-acetyl-3-[3-(4-acetyl-3-hydroxy-2-propylphenoxy)propoxy]-2-propylphenoxy]butanoic acid ethyl ester). Isolated yield 76.6%. RXN SMILES: [OH:1][C:2]1[C:7]([CH2:8][CH2:9][CH3:10])=[C:6]([OH:11])[CH:5]=[CH:4][C:3]=1[C:12](=[O:14])[CH3:13].[CH2:15]([O:17][C:18](=[O:40])[CH2:19][CH2:20][CH2:21][O:22][C:23]1[CH:28]=[CH:27][C:26]([C:29](=[O:31])[CH3:30])=[C:25]([O:32][CH2:33][CH2:34][CH2:35]Br)[C:24]=1[CH2:37][CH2:38][CH3:39])[CH3:16].C(=O)([O-])[O-].[K+].[K+]>CC(C)=O.CN(C)C=O>[CH2:15]([O:17][C:18](=[O:40])[CH2:19][CH2:20][CH2:21][O:22][C:23]1[CH:28]=[CH:27][C:26]([C:29](=[O:31])[CH3:30])=[C:25]([O:32][CH2:33][CH2:34][CH2:35][O:11][C:6]2[CH:5]=[CH:4][C:3]([C:12](=[O:14])[CH3:13])=[C:2]([OH:1])[C:7]=2[CH2:8][CH2:9][CH3:10])[C:24]=1[CH2:37][CH2:38][CH3:39])[CH3:16] |f:2.3.4|. Reported procedure: A mixture of 3.00 g of 1-(2,4-dihydroxy-3-propylphenyl)ethanone, 6.65 g of 4-[4-acetyl-3-(3-bromopropoxy)-2-propylphenoxy]butanoic acid ethyl ester and 4.30 g of anhydrous potassium carbonate in 100 ml of anhydrous acetone and 50 ml of anhydrous dimethylformamide was stirred at reflux for 19 hours. The solvent was removed in vacuo to give a red oil which was purified by high pressure liquid chromatography to yield 6.42 g (76%) of 4-[4-acetyl-3-[3-(4-acetyl-3-hydroxy-2-propylphenoxy)propoxy]-2-pr... The reactants are CC(CCCO[Si](c1ccccc1)(c1ccccc1)C(C)(C)C)C(c1cc(F)ccc1F)S(=O)(=O)c1ccc(Cl)cc1, CCCC[N+](CCCC)(CCCC)CCCC, [F-], C1CCOC1, O. The product is CC(CCCO)C(c1cc(F)ccc1F)S(=O)(=O)c1ccc(Cl)cc1. Reaction SMILES: [C:1]([Si:2]([c:3]1[cH:4][cH:5][cH:31][cH:32][cH:33]1)([O:6][CH2:7][CH2:8][CH2:9][CH:10]([CH:11]([S:12](=[O:13])(=[O:14])[c:15]1[cH:16][cH:17][c:18]([Cl:21])[cH:19][cH:20]1)[c:22]1[c:23]([F:29])[cH:24][cH:25][c:26]([F:28])[cH:27]1)[CH3:30])[c:34]1[cH:35][cH:36][cH:37][cH:38][cH:39]1)([CH3:40])([CH3:41])[CH3:42].[CH3:44][CH2:45][CH2:46][CH2:47][N+:48]([CH2:49][CH2:50][CH2:51][CH3:52])([CH2:53][CH2:54][CH2:55][CH3:56])[CH2:57][CH2:58][CH2:59][CH3:60].[F-:43].[O:62]1[CH2:63][CH2:64][CH2:65][CH2:66]1.[OH2:61]>>[OH:6][CH2:7][CH2:8][CH2:9][CH:10]([CH:11]([S:12](=[O:13])(=[O:14])[c:15]1[cH:16][cH:17][c:18]([Cl:21])[cH:19][cH:20]1)[c:22]1[c:23]([F:29])[cH:24][cH:25][c:26]([F:28])[cH:27]1)[CH3:30]. The reactants are FC(C1=CC=2NC3=CC=CC=C3OC2C=C1)(F)F (2-(trifluoromethyl)phenoxazine), CC1(CCC(N1)=O)C (5,5-dimethyl-2-pyrrolidinone), P(=O)(Cl)(Cl)Cl (phosphorus oxychloride). The product is CC1(CCC(=N1)N1C2=CC=CC=C2OC=2C=CC(=CC12)C(F)(F)F)C (10-(5,5-DIMETHYL-1-PYRROLIN-2-YL)-2-(TRIFLUOROMETHYL)PHENOXAZINE). Reaction SMILES: [F:1][C:2]([F:18])([F:17])[C:3]1[CH:16]=[CH:15][C:14]2[O:13][C:12]3[C:7](=[CH:8][CH:9]=[CH:10][CH:11]=3)[NH:6][C:5]=2[CH:4]=1.[CH3:19][C:20]1([CH3:26])[NH:24][C:23](=O)[CH2:22][CH2:21]1.P(Cl)(Cl)(Cl)=O>>[CH3:19][C:20]1([CH3:26])[N:24]=[C:23]([N:6]2[C:5]3[CH:4]=[C:3]([C:2]([F:1])([F:17])[F:18])[CH:16]=[CH:15][C:14]=3[O:13][C:12]3[C:7]2=[CH:8][CH:9]=[CH:10][CH:11]=3)[CH2:22][CH2:21]1. Procedure details: Reaction of 2-(trifluoromethyl)phenoxazine, 5,5-dimethyl-2-pyrrolidinone and phosphorus oxychloride according to the procedure of Example 1 provides the free base 10-(5,5-DIMETHYL-1-PYRROLIN-2-YL)-2-(TRIFLUOROMETHYL)PHENOXAZINE, m.p. 64°-67° C. Conversion of the free base to the hydrochloride salt affords 10-(5,5-DIMETHYL-1-PYRROLIN-2-YL)-2-(TRIFLUOROMETHYL)PHENOXAZINE HYDROCHLORIDE, m.p. 204.5°-207.5° C. (dec.) (corr.), in a 30% overall yield. The reactants are NC1=NC=NN2C1=C(C=C2C(CBr)=O)C2=CC(=C(C=C2)NC(=O)NC2=C(C=CC(=C2)C(F)(F)F)F)F (N-{4-[4-amino-7-(bromoacetyl)pyrrolo[2,1-f]{1,2,4]triazin-5-yl]-2-fluorophenyl}-N′-[2-fluoro-5-(trifluoromethyl)phenyl]urea), C(C)(C)N(CC)C(C)C (diisopropylethylamine), N1(CCOCC1)CCCO (3-morpholin-4-ylpropan-1-ol). The solvent is CS(=O)C (DMSO). Reaction conditions: temperature 40 celsius, time 17 hour. The product is NC1=NC=NN2C1=C(C=C2C(COCCCN2CCOCC2)=O)C2=CC(=C(C=C2)NC(=O)NC2=C(C=CC(=C2)C(F)(F)F)F)F (N-(4-{4-amino-7-[(3-morpholin-4-ylpropoxy)acetyl]pyrrolo[2,1-f][1,2,4]triazin-5-yl}-2-fluorophenyl)-N′-[2-fluoro-5-(trifluoromethyl)phenyl]urea). Isolated yield 16.6%. RXN SMILES: [NH2:1][C:2]1[C:7]2=[C:8]([C:15]3[CH:20]=[CH:19][C:18]([NH:21][C:22]([NH:24][C:25]4[CH:30]=[C:29]([C:31]([F:34])([F:33])[F:32])[CH:28]=[CH:27][C:26]=4[F:35])=[O:23])=[C:17]([F:36])[CH:16]=3)[CH:9]=[C:10]([C:11](=[O:14])[CH2:12]Br)[N:6]2[N:5]=[CH:4][N:3]=1.C(N(C(C)C)CC)(C)C.[N:46]1([CH2:52][CH2:53][CH2:54][OH:55])[CH2:51][CH2:50][O:49][CH2:48][CH2:47]1>CS(C)=O>[NH2:1][C:2]1[C:7]2=[C:8]([C:15]3[CH:20]=[CH:19][C:18]([NH:21][C:22]([NH:24][C:25]4[CH:30]=[C:29]([C:31]([F:34])([F:33])[F:32])[CH:28]=[CH:27][C:26]=4[F:35])=[O:23])=[C:17]([F:36])[CH:16]=3)[CH:9]=[C:10]([C:11](=[O:14])[CH2:12][O:55][CH2:54][CH2:53][CH2:52][N:46]3[CH2:51][CH2:50][O:49][CH2:48][CH2:47]3)[N:6]2[N:5]=[CH:4][N:3]=1. Reported procedure: To a stirred solution of Example 257 (200 mg, 0.351 mmol) in DMSO (1 mL), was added diisopropylethylamine (435 μL, 2.64 mmol) and 3-morpholin-4-ylpropan-1-ol (364 uL, 2.64 mmol) at rt. The reaction was allowed to stir at 40° C. for 17 hr. The mixture was allowed to cool and purified by preparative HPLC using a gradient elution from 10% to 70% acetonitrile to obtain 37 mg (17%) of the desired product. 1H-NMR (DMSO-d6) δ 9.62 (br s, 1H), 9.47 (br s, 1H), 8.65 (dd, J=−2.4, 7.2 Hz, 1H), 8.23 (t, J=8...